From a dataset of the Open Reaction Database (ORD), a public repository of structured organic reaction records. describe an organic reaction: reactants, conditions, products, and yield Product: ClC1=CC=C(C=C1)C=1N=C(OC1CCC(=O)O)C (4-(4-chlorophenyl)-2-methyloxazole-5-propionic acid). Reagents/catalysts: [Zn] (Zinc). Starting materials: ClC(C(=O)O)CC1=C(N=C(O1)C)C1=CC=C(C=C1)Cl (2-chloro-3-[4-(4-chlorophenyl)-2-methyl-5-oxazolyl]-propionic acid). Procedure: Zinc dust (0.87 g) was added portionwise under stirring at 80°-90° C. into a suspension of 2-chloro-3-[4-(4-chlorophenyl)-2-methyl-5-oxazolyl]-propionic acid (1.0 g) in acetic acid (10 ml). After heating for 40 minutes, undissolved materials were filtered off and water was added to the filtrate. The resulting crystalline precipitate was collected by filtration to give 4-(4-chlorophenyl)-2-methyloxazole-5-propionic acid, yield 0.83 g (94.3%). Recrystallization from ethanol gave colorless needles,... Solvent: C(C)(=O)O (acetic acid). RXN SMILES: Cl[CH:2]([CH2:6][C:7]1[O:11][C:10]([CH3:12])=[N:9][C:8]=1[C:13]1[CH:18]=[CH:17][C:16]([Cl:19])=[CH:15][CH:14]=1)[C:3]([OH:5])=[O:4]>C(O)(=O)C.[Zn]>[Cl:19][C:16]1[CH:15]=[CH:14][C:13]([C:8]2[N:9]=[C:10]([CH3:12])[O:11][C:7]=2[CH2:6][CH2:2][C:3]([OH:5])=[O:4])=[CH:18][CH:17]=1. Reactants: C(Cl)(Cl)Cl (Chloroform), C(=O)([O-])[O-].[K+].[K+] (K2CO3), C(CCC)O (1-butanol), ClC(C(=O)C(Cl)(Cl)Cl)(Cl)Cl (hexachloroacetone). Conditions: temperature 10 celsius. Yields the product C(OCCCC)(OCCCC)=O (dibutyl carbonate). RXN SMILES: [C:1]([O-:4])([O-:3])=[O:2].[K+].[K+].[CH2:7](O)[CH2:8][CH2:9][CH3:10].Cl[C:13](Cl)(Cl)[C:14]([C:16](Cl)(Cl)Cl)=O.[CH:22](Cl)(Cl)Cl>>[C:1](=[O:4])([O:3][CH2:13][CH2:14][CH2:16][CH3:22])[O:2][CH2:7][CH2:8][CH2:9][CH3:10] |f:0.1.2|. Reported procedure: In a three-neck glass-made reactor having internal volume of 10 L in which a dropping funnel and a distillation line having a cooling portion cooled to 10° C. were installed were charged 50 g of K2CO3 (reagent manufactured by Tokyo Chemical Industry Co., Ltd., P1748) and 3408 g (46.0 mol) of 1-butanol (reagent manufactured by Tokyo Chemical Industry Co., Ltd., B0704). After warming at 30° C. by an oil bath, the whole amount of 4154 g (15.7 mol) of hexachloroacetone (reagent manufactured by Tokyo... The reactants are ClCCl, O=C(OO)c1cccc(Cl)c1, O=c1oc(-c2cccc(SC(F)(F)F)c2)nc2ccccc12. The product is O=c1oc(-c2cccc(S(=O)C(F)(F)F)c2)nc2ccccc12. Reaction SMILES: [CH2:34]([Cl:35])[Cl:36].[Cl:1][c:2]1[cH:3][cH:4][cH:5][c:6]([C:7]([O:8][OH:10])=[O:9])[cH:11]1.[F:12][C:13]([F:14])([F:15])[S:16][c:17]1[cH:18][c:19](-[c:23]2[n:24][c:25]3[c:26]([c:27](=[O:29])[o:28]2)[cH:30][cH:31][cH:32][cH:33]3)[cH:20][cH:21][cH:22]1>>[O:9]=[S:16]([C:13]([F:12])([F:14])[F:15])[c:17]1[cH:18][c:19](-[c:23]2[n:24][c:25]3[c:26]([c:27](=[O:29])[o:28]2)[cH:30][cH:31][cH:32][cH:33]3)[cH:20][cH:21][cH:22]1. Reactants: O=[Ag-], CC#N, CC1C(=O)N(C(CO)CCC(=O)N2CCC3(CC3)C(O)C2)CCN1C(=O)Nc1ccc(OC(F)(F)F)c(Cl)c1, CI. The product is CC1C(=O)N(C(CO)CCC(=O)N2CCC3(CC3)C(O)C2)CCN1C(=O)N(C)c1ccc(OC(F)(F)F)c(Cl)c1. Reaction SMILES: [Ag-:45]=[O:46].[CH3:42][C:43]#[N:44].[Cl:3][c:4]1[cH:5][c:6]([NH:15][C:16](=[O:17])[N:18]2[CH:19]([CH3:41])[C:20](=[O:40])[N:21]([CH:24]([CH2:25][CH2:26][C:27](=[O:28])[N:29]3[CH2:30][CH:31]([OH:37])[C:32]4([CH2:33][CH2:34]4)[CH2:35][CH2:36]3)[CH2:38][OH:39])[CH2:22][CH2:23]2)[cH:7][cH:8][c:9]1[O:10][C:11]([F:12])([F:13])[F:14].[I:1][CH3:2]>>[CH3:2][N:15]([c:6]1[cH:5][c:4]([Cl:3])[c:9]([O:10][C:11]([F:12])([F:13])[F:14])[cH:8][cH:7]1)[C:16](=[O:17])[N:18]1[CH:19]([CH3:41])[C:20](=[O:40])[N:21]([CH:24]([CH2:25][CH2:26][C:27](=[O:28])[N:29]2[CH2:30][CH:31]([OH:37])[C:32]3([CH2:33][CH2:34]3)[CH2:35][CH2:36]2)[CH2:38][OH:39])[CH2:22][CH2:23]1. Starting materials: BrC=1N=CC(=NC1)NC([C@H](CC1CCCC1)C1=CC(=C(C=C1)S(=O)(=O)C)C)=O (N-(5-bromo-pyrazin-2-yl)-3-cyclopentyl-2(R)-(4-methanesulfonyl-3-methyl-pheny)-propionamide), C(C)(C)N(C(C)C)CC (N,N-diisopropylethylamine), C(#C)C1(CCOCC1)O (4-ethynyl-tetrahydropyran-4-ol). Reagents/catalysts: Cl[Pd]([P](C1=CC=CC=C1)(C2=CC=CC=C2)C3=CC=CC=C3)([P](C4=CC=CC=C4)(C5=CC=CC=C5)C6=CC=CC=C6)Cl (dichlorobis(triphenylphosphine)palladium(II)), [Cu]I (copper(I) iodide). Run in C1(=CC=CC=C1)C (toluene). Conditions: temperature 25 celsius, time 17 hour. Yields the product C1(CCCC1)C[C@@H](C(=O)NC1=NC=C(N=C1)C#CC1(CCOCC1)O)C1=CC(=C(C=C1)S(=O)(=O)C)C (3-cyclopentyl-N-[5-(4-hydroxy-tetrahydro-pyran-4-ylethynyl)-pyrazin-2-yl]-2(R)-(4-methanesulfonyl-3-methyl-phenyl)-propionamide). Yield: 55.1%. As a reaction SMILES: Br[C:2]1[N:3]=[CH:4][C:5]([NH:8][C:9](=[O:28])[C@@H:10]([C:17]2[CH:22]=[CH:21][C:20]([S:23]([CH3:26])(=[O:25])=[O:24])=[C:19]([CH3:27])[CH:18]=2)[CH2:11][CH:12]2[CH2:16][CH2:15][CH2:14][CH2:13]2)=[N:6][CH:7]=1.C(N(CC)C(C)C)(C)C.[C:38]([C:40]1([OH:46])[CH2:45][CH2:44][O:43][CH2:42][CH2:41]1)#[CH:39]>C1(C)C=CC=CC=1.Cl[Pd](Cl)([P](C1C=CC=CC=1)(C1C=CC=CC=1)C1C=CC=CC=1)[P](C1C=CC=CC=1)(C1C=CC=CC=1)C1C=CC=CC=1.[Cu]I>[CH:12]1([CH2:11][C@H:10]([C:17]2[CH:22]=[CH:21][C:20]([S:23]([CH3:26])(=[O:25])=[O:24])=[C:19]([CH3:27])[CH:18]=2)[C:9]([NH:8][C:5]2[CH:4]=[N:3][C:2]([C:39]#[C:38][C:40]3([OH:46])[CH2:45][CH2:44][O:43][CH2:42][CH2:41]3)=[CH:7][N:6]=2)=[O:28])[CH2:16][CH2:15][CH2:14][CH2:13]1 |^1:56,75|. Reported procedure: A mixture of N-(5-bromo-pyrazin-2-yl)-3-cyclopentyl-2(R)-(4-methanesulfonyl-3-methyl-pheny)-propionamide (prepared as in Example 57, 154 mg, 0.33 mmol), N,N-diisopropylethylamine (0.6 mL, 3.44 mmol), and 4-ethynyl-tetrahydropyran-4-ol (prepared as in Example 46, 85 mg, 0.67 mmol) in toluene (2 mL) was treated with dichlorobis(triphenylphosphine)palladium(II) (14 mg, 0.02 mmol) and copper(I) iodide (7 mg, 0.0367 mmol). The mixture was stirred at 25° C. for 17 h. The reaction mixture was then conc... The reactants are NC=1C=CC=2C3=C(NC2C1)C(=CC(=N3)C3=CC=C(C=C3)CN3CCOCC3)C(=O)N (7-amino-2-(4-(morpholinomethyl)phenyl)-5H-pyrido[3,2-b]indole-4-carboxamide), C(=C)S(=O)(=O)C=C (vinyl sulfone). The solvent is CC(C)O (2-propanol). Run at temperature 100 celsius, time 8 hour. The product is O=S1(CCN(CC1)C=1C=CC=2C3=C(NC2C1)C(=CC(=N3)C3=CC=C(C=C3)CN3CCOCC3)C(=O)N)=O (7-(1,1-dioxido-4-thiomorpholinyl)-2-(4-(4-morpholinylmethyl)phenyl)-5H-pyrido[3,2-b]indole-4-carboxamide). Isolated yield 8.8%. Reaction SMILES: [NH2:1][C:2]1[CH:3]=[CH:4][C:5]2[C:6]3[N:14]=[C:13]([C:15]4[CH:20]=[CH:19][C:18]([CH2:21][N:22]5[CH2:27][CH2:26][O:25][CH2:24][CH2:23]5)=[CH:17][CH:16]=4)[CH:12]=[C:11]([C:28]([NH2:30])=[O:29])[C:7]=3[NH:8][C:9]=2[CH:10]=1.[CH:31]([S:33]([CH:36]=[CH2:37])(=[O:35])=[O:34])=[CH2:32]>CC(O)C>[O:34]=[S:33]1(=[O:35])[CH2:36][CH2:37][N:1]([C:2]2[CH:3]=[CH:4][C:5]3[C:6]4[N:14]=[C:13]([C:15]5[CH:16]=[CH:17][C:18]([CH2:21][N:22]6[CH2:23][CH2:24][O:25][CH2:26][CH2:27]6)=[CH:19][CH:20]=5)[CH:12]=[C:11]([C:28]([NH2:30])=[O:29])[C:7]=4[NH:8][C:9]=3[CH:10]=2)[CH2:32][CH2:31]1. Procedure: A mixture of 7-amino-2-(4-(morpholinomethyl)phenyl)-5H-pyrido[3,2-b]indole-4-carboxamide (50 mg, 0.125 mmol), vinyl sulfone (0.13 mL, 1 3 mmol) in 2-propanol (3 mL) was stirred at 100° C. overnight. The solvent was removed and preparative HPLC (100×30 mm Luna C18 column, Solvent A=10% Methanol, 90% H2O, 0.1% TFA; Solvent B=90% Methanol, 10% H2O, 0.1% TFA, 10-60% B at 42 mL/min over 20 min) followed by SCX capture and release with 2 N NH3 in MeOH afforded 7-(1,1-dioxido-4-thiomorpholinyl)-2-(4-(4... Starting materials: O=C(Cl)Oc1ccccc1, COc1ccc(C2COCCOC2)c2sc(N)nc12, OCC1CCNCC1. The product is COc1ccc(C2COCCOC2)c2sc(NC(=O)N3CCC(CO)CC3)nc12. As a reaction SMILES: [Cl:20][C:21](=[O:22])[O:23][c:24]1[cH:25][cH:26][cH:27][cH:28][cH:29]1.[O:1]1[CH2:2][CH2:3][O:4][CH2:5][CH:6]([c:8]2[cH:9][cH:10][c:11]([O:18][CH3:19])[c:12]3[n:13][c:14]([NH2:17])[s:15][c:16]23)[CH2:7]1.[OH:30][CH2:31][CH:32]1[CH2:33][CH2:34][NH:35][CH2:36][CH2:37]1>>[O:1]1[CH2:2][CH2:3][O:4][CH2:5][CH:6]([c:8]2[cH:9][cH:10][c:11]([O:18][CH3:19])[c:12]3[n:13][c:14]([NH:17][C:21](=[O:22])[N:35]4[CH2:34][CH2:33][CH:32]([CH2:31][OH:30])[CH2:37][CH2:36]4)[s:15][c:16]23)[CH2:7]1. Starting materials: O (water), ClC1=NC=CN=C1C#N (2-chloro-3-cyanopyrazine), SCCC(=O)OC (methyl 3-mercaptopropionate), C[O-].[Na+] (sodium methoxide). Run in CN(C=O)C (dimethylformamide). Yields the product C(#N)C=1C(=NC=CN1)SCCC(=O)OC (methyl 3-(3-cyanopyrazin-2-ylthio)propanoate). Yield: 43.7%. RXN SMILES: Cl[C:2]1[C:7]([C:8]#[N:9])=[N:6][CH:5]=[CH:4][N:3]=1.[SH:10][CH2:11][CH2:12][C:13]([O:15][CH3:16])=[O:14].C[O-].[Na+].O>CN(C)C=O>[C:8]([C:7]1[C:2]([S:10][CH2:11][CH2:12][C:13]([O:15][CH3:16])=[O:14])=[N:3][CH:4]=[CH:5][N:6]=1)#[N:9] |f:2.3|. Procedure details: To a solution of 2-chloro-3-cyanopyrazine (9.9 g, 73.8 mmol) and methyl 3-mercaptopropionate (9.36 mL, 84.5 mmol) in anhydrous dimethylformamide (40 mL) cooled to 4° C. was added solid sodium methoxide (4.7 g, 87.0 mmol). The reaction mixture was allowed to warm to room temperature overnight. The mixture was poured into water and extracted twice with ethyl acetate. The combined organic layers were washed once saturated aqueous sodium bicarbonate solution, five times with brine, then dried over a...